This data is from the Open Reaction Database (ORD), a public repository of structured organic reaction records. The task is: describe an organic reaction: reactants, conditions, products, and yield The reactants are CC(=O)O, COc1cc([N+](=O)[O-])c(C(N)=O)cc1OCc1ccccc1, CO, [Fe]. Product: COc1cc(N)c(C(N)=O)cc1OCc1ccccc1. RXN SMILES: [C:25]([OH:26])(=[O:27])[CH3:28].[CH3:1][O:2][c:3]1[cH:4][c:5]([N+:20]([O-:21])=[O:22])[c:6]([C:7](=[O:8])[NH2:9])[cH:10][c:11]1[O:12][CH2:13][c:14]1[cH:15][cH:16][cH:17][cH:18][cH:19]1.[CH3:23][OH:24].[Fe:29]>>[CH3:1][O:2][c:3]1[cH:4][c:5]([NH2:20])[c:6]([C:7](=[O:8])[NH2:9])[cH:10][c:11]1[O:12][CH2:13][c:14]1[cH:15][cH:16][cH:17][cH:18][cH:19]1. Reactants: FC1=CC=C(C=C1)C(C(=O)O)C1=CC=C(C=C1)F (bis(4-fluorophenyl) acetic acid), NCCCN1CCC(CC1)C=1C=C(C=CC1)NC(C(C)C)=O (N-{3-[1-(3-aminopropyl)-4-piperidinyl]phenyl}-2-methylpropanamide). Run in C(Cl)(Cl)Cl (CHCl3). Product: FC1=CC=C(C=C1)C(C(=O)NCCCN1CCC(CC1)C=1C=C(C=CC1)NC(C(C)C)=O)C1=CC=C(C=C1)F (N-{3-[1-(3-{[BIS(4-FLUOROPHENYL)ACETYL]AMINO}PROPYL)-4-PIPERIDINYL]PHENYL}-2-METHYLPROPANAMIDE). As a reaction SMILES: [F:1][C:2]1[CH:7]=[CH:6][C:5]([CH:8]([C:12]2[CH:17]=[CH:16][C:15]([F:18])=[CH:14][CH:13]=2)[C:9]([OH:11])=O)=[CH:4][CH:3]=1.[NH2:19][CH2:20][CH2:21][CH2:22][N:23]1[CH2:28][CH2:27][CH:26]([C:29]2[CH:30]=[C:31]([NH:35][C:36](=[O:40])[CH:37]([CH3:39])[CH3:38])[CH:32]=[CH:33][CH:34]=2)[CH2:25][CH2:24]1>C(Cl)(Cl)Cl>[F:18][C:15]1[CH:16]=[CH:17][C:12]([CH:8]([C:5]2[CH:4]=[CH:3][C:2]([F:1])=[CH:7][CH:6]=2)[C:9]([NH:19][CH2:20][CH2:21][CH2:22][N:23]2[CH2:28][CH2:27][CH:26]([C:29]3[CH:30]=[C:31]([NH:35][C:36](=[O:40])[CH:37]([CH3:38])[CH3:39])[CH:32]=[CH:33][CH:34]=3)[CH2:25][CH2:24]2)=[O:11])=[CH:13][CH:14]=1. Procedure details: Example 1 was prepared from bis(4-fluorophenyl) acetic acid and N-{3-[1-(3-aminopropyl)-4-piperidinyl]phenyl}-2-methylpropanamide according to the procedures described in Scheme 9: 1H NMR (400 MHz, CDCl3) δ 7.63 (s, 1H), 7.39–7.31 (m, 3H), 7.29–7.21 (m, 5H), 7.02–6.96 (m, 4H), 4.80 (s, 1H), 3.40 (q, 2H, J=4.5 Hz), 2.94 (d, 2H, J=10.2 Hz), 2.51–2.38 (m, 4H), 1.97 (dt, 2H, J=1.8, 10.4 Hz), 1.81 (m, 2H), 1.68 (quintet, 2H, J=6.8 Hz,), 1.59 (m, 3H), 1.23 (d, 6H, J=6.9 Hz); ESMS m/e: 534.3 (M+H)+; An... Reactants: ClC1=CC=C(CN2C(=C(C3=CC(=CC=C23)OC)SC(C)(C)C)CC(C(=O)OCC)(C)C)C=C1 (ethyl 3-(1-(4-chlorobenzyl)-3-(t-butylthio)-5-methoxyindol-2-yl)-2,2-dimethylpropionate), [Cl-].[Al+3].[Cl-].[Cl-] (aluminum chloride), Cl (hydrochloric acid). Run in C(Cl)Cl (methylene chloride), C(C)(C)(C)S (t-butanethiol). Product: ClC1=CC=C(CN2C(=C(C3=CC(=CC=C23)O)SC(C)(C)C)CC(C(=O)OCC)(C)C)C=C1 (ethyl 3-(1-(4-chlorobenzyl)-3-(t-butylthio)-5-hydroxyindol-2-yl)-2,2-dimethylpropionate). Isolated yield 69.7%. As a reaction SMILES: [Cl-].[Al+3].[Cl-].[Cl-].[Cl:5][C:6]1[CH:37]=[CH:36][C:9]([CH2:10][N:11]2[C:19]3[C:14](=[CH:15][C:16]([O:20]C)=[CH:17][CH:18]=3)[C:13]([S:22][C:23]([CH3:26])([CH3:25])[CH3:24])=[C:12]2[CH2:27][C:28]([CH3:35])([CH3:34])[C:29]([O:31][CH2:32][CH3:33])=[O:30])=[CH:8][CH:7]=1.Cl>C(S)(C)(C)C.C(Cl)Cl>[Cl:5][C:6]1[CH:7]=[CH:8][C:9]([CH2:10][N:11]2[C:19]3[C:14](=[CH:15][C:16]([OH:20])=[CH:17][CH:18]=3)[C:13]([S:22][C:23]([CH3:24])([CH3:25])[CH3:26])=[C:12]2[CH2:27][C:28]([CH3:35])([CH3:34])[C:29]([O:31][CH2:32][CH3:33])=[O:30])=[CH:36][CH:37]=1 |f:0.1.2.3|. Procedure details: To a suspension of aluminum chloride (26.3 g, 198 mmol) in t-butanethiol (60 ml) at 0° C. was added a solution of ethyl 3-(1-(4-chlorobenzyl)-3-(t-butylthio)-5-methoxyindol-2-yl)-2,2-dimethylpropionate (32 g, 66 mmol), prepared as in step 2, in methylene chloride (90 ml) and the reaction mixture was stirred at 0° C. for 10 min and at ambient temperature for 3 hours. The reaction mixture was then poured into ice and acidified with 10% aqueous hydrochloric acid. The organic layer was washed with w... Reactants: BrC1=C(C=CC=C1)[N+](=O)[O-] (ortho-bromonitrobenzene), C[Si](C)(C)C#C (trimethylsilylacetylene), O (water). Reagents/catalysts: Cl[Pd]([P](C1=CC=CC=C1)(C2=CC=CC=C2)C3=CC=CC=C3)([P](C4=CC=CC=C4)(C5=CC=CC=C5)C6=CC=CC=C6)Cl (bis(triphenyl-phosphine)palladium(II) chloride), [Cu]I (copper(I) iodide). Solvent: C(C)N(CC)CC (triethylamine). Run at time 2 day. The product is C[Si](C#CC1=C(C=CC=C1)[N+](=O)[O-])(C)C (trimethyl-(2-nitrophenyl-ethynyl)silane). Yield: 95.8%. Reaction SMILES: Br[C:2]1[CH:7]=[CH:6][CH:5]=[CH:4][C:3]=1[N+:8]([O-:10])=[O:9].[CH3:11][Si:12]([C:15]#[CH:16])([CH3:14])[CH3:13].O>C(N(CC)CC)C.Cl[Pd](Cl)([P](C1C=CC=CC=1)(C1C=CC=CC=1)C1C=CC=CC=1)[P](C1C=CC=CC=1)(C1C=CC=CC=1)C1C=CC=CC=1.[Cu]I>[CH3:11][Si:12]([CH3:14])([CH3:13])[C:15]#[C:16][C:2]1[CH:7]=[CH:6][CH:5]=[CH:4][C:3]=1[N+:8]([O-:10])=[O:9] |^1:27,46|. Procedure: 4 g (20 mmol) of ortho-bromonitrobenzene, 842 mg (1.2 mmol) of bis(triphenyl-phosphine)palladium(II) chloride and 230 mg (1.2 mmol) of copper(I) iodide were, under argon, initially charged in 40 ml of triethylamine. At room temperature, 2.95 g (30 mmol) of trimethylsilylacetylene were then added dropwise over a period of 10 min, and the mixture was stirred at room temperature for 2 days. The reaction mixture was poured into 50 ml of water and extracted three times with in each case 50 ml of diet... The reactants are [OH-].[Na+] (sodium hydroxide), C(C)(C)(C)NNC(=O)C=1OC=CC1 (N'-t-butyl-N-(2-furoyl)hydrazine), C(C1=CC=CC=C1)(=O)Cl (benzoylchloride). Solvent: O (water), C1(=CC=CC=C1)C (toluene). Run at time 14 hour. The product is C(C)(C)(C)N(NC(=O)C=1OC=CC1)C(C1=CC=CC=C1)=O (N'-t-butyl-N-(2-furoyl)-N'-benzoylhydrazine). RXN SMILES: [C:1]([NH:5][NH:6][C:7]([C:9]1[O:10][CH:11]=[CH:12][CH:13]=1)=[O:8])([CH3:4])([CH3:3])[CH3:2].[OH-].[Na+].[C:16](Cl)(=[O:23])[C:17]1[CH:22]=[CH:21][CH:20]=[CH:19][CH:18]=1>C1(C)C=CC=CC=1.O>[C:1]([N:5]([C:16](=[O:23])[C:17]1[CH:22]=[CH:21][CH:20]=[CH:19][CH:18]=1)[NH:6][C:7]([C:9]1[O:10][CH:11]=[CH:12][CH:13]=1)=[O:8])([CH3:4])([CH3:2])[CH3:3] |f:1.2|. Reported procedure: N'-t-butyl-N-(2-furoyl)hydrazine (1.0 g) was dissolved in 10 ml toluene and 2 ml water. 50% aqueous sodium hydroxide (1.0 g) was added followed by benzoylchloride (0.8 g). After stirring for 14 hours at room temperature, the solid product, N'-t-butyl-N-(2-furoyl)-N'-benzoylhydrazine, was removed by filtration and washed with water: m.p. 160°-162° C. Starting materials: CC1=CC2=C(SC3=C(C(=C2)N2CCN(CC2)C)C=C(C=C3)SC)C=C1 (1-{2-methyl-8-(methylthio)-dibenzo[b,f]thiepin-10-yl}-4-methylpiperazine), [BH4-].[Na+] (sodium borohydride), C(C(=O)O)(=O)O (oxalic acid). The solvent is COCCOCCOC (diglyme), COCCOCCOC (diglyme). Conditions: time 30 minute. Product: CC1=CC2=C(SC3=C(C(C2)N2CCN(CC2)C)C=C(C=C3)SC)C=C1 (1-{10,11-dihydro-2-methyl-8-(methylthio)dibenzo[b,f]thiepin-10-yl}-4-methylpiperazine). RXN SMILES: [CH3:1][C:2]1[CH:25]=[CH:24][C:5]2[S:6][C:7]3[CH:21]=[CH:20][C:19]([S:22][CH3:23])=[CH:18][C:8]=3[C:9]([N:11]3[CH2:16][CH2:15][N:14]([CH3:17])[CH2:13][CH2:12]3)=[CH:10][C:4]=2[CH:3]=1.[BH4-].[Na+].C(O)(=O)C(O)=O>COCCOCCOC>[CH3:1][C:2]1[CH:25]=[CH:24][C:5]2[S:6][C:7]3[CH:21]=[CH:20][C:19]([S:22][CH3:23])=[CH:18][C:8]=3[CH:9]([N:11]3[CH2:16][CH2:15][N:14]([CH3:17])[CH2:13][CH2:12]3)[CH2:10][C:4]=2[CH:3]=1 |f:1.2|. Procedure: 16 G. of 1-{2-methyl-8-(methylthio)-dibenzo[b,f]thiepin-10-yl}-4-methylpiperazine are dissolved in 200 ml. of diglyme and, at room temperature under an atmosphere of nitrogen, treated with 11.5 g. of sodium borohydride. The reaction mixture is stirred for 30 minutes and the within 45 minutes treated with a solution of 60 g. of oxalic acid in 300 ml. of diglyme. Subsequently, the mixture is heated for 2 hours at 100°, evaporated under reduced pressure and equilibrated between 2N aqueous sodium hy... Reactants: C1(CCCC1)C(C#CC1=CC(=C(C=C1)C(C#N)(C)C)F)(CC=1OC(OC(C1)=O)(C)C)O (2-{4-[3-Cyclopentyl-4-(2,2-dimethyl-6-oxo-6H-[1,3]dioxin-4-yl)-3-hydroxy-but-1-ynyl]-2-fluoro-phenyl}-2-methyl-propionitrile), C1(CCCC1)C(C#CC1=CC(=C(C=C1)C1(CC1)C#N)F)(CC=1OC(OC(C1)=O)(C)C)O (1-{4-[3-Cyclopentyl-4-(2,2-dimethyl-6-oxo-6H-[1,3]dioxin-4-yl)-3-hydroxy-but-1-ynyl]-2-fluoro-phenyl}-cyclopropanecarbonitrile). The product is C1(CCCC1)C(CCC1=CC(=C(C=C1)C(C#N)(C)C)F)(CC=1OC(OC(C1)=O)(C)C)O (2-{4-[3-Cyclopentyl-4-(2,2-dimethyl-6-oxo-6H-[1,3]dioxin-4-yl)-3-hydroxy-butyl]-2-fluoro-phenyl}-2-methyl-propionitrile). Reaction SMILES: [CH:1]1([C:6]([OH:31])([CH2:21][C:22]2[O:23][C:24]([CH3:30])([CH3:29])[O:25][C:26](=[O:28])[CH:27]=2)[C:7]#[C:8][C:9]2[CH:14]=[CH:13][C:12]([C:15]([CH3:19])([CH3:18])[C:16]#[N:17])=[C:11]([F:20])[CH:10]=2)[CH2:5][CH2:4][CH2:3][CH2:2]1.C1(C(O)(CC2OC(C)(C)OC(=O)C=2)C#CC2C=CC(C3(C#N)CC3)=C(F)C=2)CCCC1>>[CH:1]1([C:6]([OH:31])([CH2:21][C:22]2[O:23][C:24]([CH3:30])([CH3:29])[O:25][C:26](=[O:28])[CH:27]=2)[CH2:7][CH2:8][C:9]2[CH:14]=[CH:13][C:12]([C:15]([CH3:18])([CH3:19])[C:16]#[N:17])=[C:11]([F:20])[CH:10]=2)[CH2:5][CH2:4][CH2:3][CH2:2]1. Procedure: The desired product was prepared analogously to example A(86), Step 6, substituting 2-{4-[3-Cyclopentyl-4-(2,2-dimethyl-6-oxo-6H-[1,3]dioxin-4-yl)-3-hydroxy-but-1-ynyl]-2-fluoro-phenyl}-2-methyl-propionitrile (1.25 g, 2.9 mmol) from Step 2 above in place of 1-{4-[3-Cyclopentyl-4-(2,2-dimethyl-6-oxo-6H-[1,3]dioxin-4-yl)-3-hydroxy-but-1-ynyl]-2-fluoro-phenyl}-cyclopropanecarbonitrile. Yield: 1.23 g, 99%. Starting materials: CCOC(=O)C(C)Cc1c(Cl)nc(C)nc1Nc1c(C)cc(C)cc1C, Cc1ccccc1. Product: Cc1cc(C)c(N2C(=O)C(C)Cc3c(Cl)nc(C)nc32)c(C)c1. As a reaction SMILES: [CH2:1]([O:2][C:4]([CH:5]([CH2:6][c:7]1[c:8]([Cl:24])[n:9][c:10]([CH3:23])[n:11][c:12]1[NH:13][c:14]1[c:15]([CH3:22])[cH:16][c:17]([CH3:21])[cH:18][c:19]1[CH3:20])[CH3:25])=[O:26])[CH3:3].[CH3:27][c:28]1[cH:29][cH:30][cH:31][cH:32][cH:33]1>>[C:4]1(=[O:26])[CH:5]([CH3:25])[CH2:6][c:7]2[c:8]([Cl:24])[n:9][c:10]([CH3:23])[n:11][c:12]2[N:13]1[c:14]1[c:15]([CH3:22])[cH:16][c:17]([CH3:21])[cH:18][c:19]1[CH3:20].